This data is from the Open Reaction Database (ORD), a public repository of structured organic reaction records. The task is: describe an organic reaction: reactants, conditions, products, and yield Reactants: N1=CC=CC=C1 (pyridine), C(CCCCC)N(S(=O)(=O)C=1C=2C=CN=CC2C=CC1)CCO (N-hexyl-N-(2-hydroxyethyl)-5-isoquinolinesulfonamide), C1(=CC=C(C=C1)S(=O)(=O)Cl)C (p-toluenesulfonyl chloride), Cl (hydrochloric acid). The solvent is C(Cl)(Cl)Cl (chloroform). Conditions: temperature 60 celsius, time 4 hour. The product is C(CCCCC)N(S(=O)(=O)C=1C=2C=CN=CC2C=CC1)CCOS(=O)(=O)C1=CC=C(C=C1)C (N-hexyl-N-(2-p-toluenesulfonyloxyethyl)-5-isoquinolinesulfonamide). Yield: 34.0%. Reaction SMILES: N1C=CC=CC=1.[CH2:7]([N:13]([CH2:27][CH2:28][OH:29])[S:14]([C:17]1[C:18]2[CH:19]=[CH:20][N:21]=[CH:22][C:23]=2[CH:24]=[CH:25][CH:26]=1)(=[O:16])=[O:15])[CH2:8][CH2:9][CH2:10][CH2:11][CH3:12].[C:30]1([CH3:40])[CH:35]=[CH:34][C:33]([S:36](Cl)(=[O:38])=[O:37])=[CH:32][CH:31]=1.Cl>C(Cl)(Cl)Cl>[CH2:7]([N:13]([CH2:27][CH2:28][O:29][S:36]([C:33]1[CH:34]=[CH:35][C:30]([CH3:40])=[CH:31][CH:32]=1)(=[O:38])=[O:37])[S:14]([C:17]1[C:18]2[CH:19]=[CH:20][N:21]=[CH:22][C:23]=2[CH:24]=[CH:25][CH:26]=1)(=[O:16])=[O:15])[CH2:8][CH2:9][CH2:10][CH2:11][CH3:12]. Procedure details: To 70 ml of pyridine were added 5.24 g of N-hexyl-N-(2-hydroxyethyl)-5-isoquinolinesulfonamide and 3.39 g of p-toluenesulfonyl chloride. The resulting mixture was stirred at 60° C. for 4 hours. Then, the pyridine was removed under reduced pressure to obtain an oily residue. To the residue were added 50 ml of chloroform and 20 ml of an aqueous hydrochloric acid solution having a pH of 2, and the chloroform layer was dried with anhydrous magnesium sulfate. Then, the chloroform was removed under re... The reactants are CCOC(=O)CCC1NC(=O)CN1Cc1ccccc1, CO, O=C[O-], N, [NH4+], O. Product: O=C1CN2C(=O)CCC2N1. RXN SMILES: [CH2:1]([c:5]1[cH:6][cH:7][cH:17][cH:19][cH:20]1)[N:8]1[CH:9]([CH2:14][CH2:15][C:16](=[O:4])[O:18][CH2:2][CH3:3])[NH:10][C:11](=[O:13])[CH2:12]1.[CH3:27][OH:28].[CH:21]([O-:22])=[O:23].[NH3:25].[NH4+:24].[OH2:26]>>[N:8]12[CH:9]([NH:10][C:11](=[O:13])[CH2:12]1)[CH2:14][CH2:15][C:16]2=[O:18]. Procedure: To 2-[7-(3-chloromethylphenyl)-3-(3-chlorophenyl)-1-oxo-1H-isoquinolin-2-yl]-N-isopropylacetamide (19 mg, 0.04 mmol) in DCM (5 mL) was added piperidine (0.5 mL) and this was stirred at 23° C. for 18 h. The mixture was concentrated in vacuo, and the crude residue purified by preparative HPLC to yield the HCl salt of 2-[3-(3-chlorophenyl)-1-oxo-7-(3-piperidin-1-ylmethylphenyl)-1H-isoquinolin-2-yl]-N-isopropylacetamide (EXAMPLE 35) hydrochloride salt (7 mg, 0.013 mmol, 33%) as pale beige solid. Reaction SMILES: Cl[CH2:2][C:3]1[CH:4]=[C:5]([C:9]2[CH:18]=[C:17]3[C:12]([CH:13]=[C:14]([C:27]4[CH:32]=[CH:31][CH:30]=[C:29]([Cl:33])[CH:28]=4)[N:15]([CH2:20][C:21]([NH:23][CH:24]([CH3:26])[CH3:25])=[O:22])[C:16]3=[O:19])=[CH:11][CH:10]=2)[CH:6]=[CH:7][CH:8]=1.[NH:34]1[CH2:39][CH2:38][CH2:37][CH2:36][CH2:35]1>C(Cl)Cl>[Cl:33][C:29]1[CH:28]=[C:27]([C:14]2[N:15]([CH2:20][C:21]([NH:23][CH:24]([CH3:25])[CH3:26])=[O:22])[C:16](=[O:19])[C:17]3[C:12]([CH:13]=2)=[CH:11][CH:10]=[C:9]([C:5]2[CH:6]=[CH:7][CH:8]=[C:3]([CH2:2][N:34]4[CH2:39][CH2:38][CH2:37][CH2:36][CH2:35]4)[CH:4]=2)[CH:18]=3)[CH:32]=[CH:31][CH:30]=1. Starting materials: ClCC=1C=C(C=CC1)C1=CC=C2C=C(N(C(C2=C1)=O)CC(=O)NC(C)C)C1=CC(=CC=C1)Cl (2-[7-(3-chloromethylphenyl)-3-(3-chlorophenyl)-1-oxo-1H-isoquinolin-2-yl]-N-isopropylacetamide), N1CCCCC1 (piperidine). Run at temperature 23 celsius, time 18 hour. Product: ClC=1C=C(C=CC1)C=1N(C(C2=CC(=CC=C2C1)C1=CC(=CC=C1)CN1CCCCC1)=O)CC(=O)NC(C)C (2-[3-(3-chlorophenyl)-1-oxo-7-(3-piperidin-1-ylmethylphenyl)-1H-isoquinolin-2-yl]-N-isopropylacetamide), hydrochloride salt. The yield is 33.0%. Solvent: C(Cl)Cl (DCM). Starting materials: FC=1C=C(C=CC1OC1=CC=NC2=CC(=CC=C12)OC)NC(=O)C=1C(N(N(C1C)CC(C)O)C1=CC=CC=C1)=O (3-fluoro-4-(7-methoxyquinolin-4-yloxy)-phenyl-1-(2-hydro-xylpropyl)-5-methyl-3-oxo-2-phenyl-2,3-dihydro-1H-pyrazole-4-carboxamide), CN(CC(=O)O)C (N,N-dimethylglycine), C(CCl)Cl (EDC). Reagents/catalysts: CN(C)C=1C=CN=CC1 (DMAP). Solvent: C(Cl)Cl (CH2Cl2), C(Cl)Cl (CH2Cl2). Run at temperature 0 celsius, time 2 hour. Yields the product CN(CC(=O)O[C@H](CN1N(C(C(=C1C)C(NC1=CC(=C(C=C1)OC1=CC=NC2=CC(=CC=C12)OC)F)=O)=O)C1=CC=CC=C1)C)C ((S)-1-(4-(3-fluoro-4-(7-methoxyquinolin-4-yloxy)phenylcarbamoyl)-5-methyl-3-oxo-2-phenyl-2,3-dihydropyrazol-1-yl)propan-2-yl 2-(dimethylamino)acetate). The yield is 61.7%. As a reaction SMILES: [F:1][C:2]1[CH:3]=[C:4]([NH:21][C:22]([C:24]2[C:25](=[O:40])[N:26]([C:34]3[CH:39]=[CH:38][CH:37]=[CH:36][CH:35]=3)[N:27]([CH2:30][CH:31]([OH:33])[CH3:32])[C:28]=2[CH3:29])=[O:23])[CH:5]=[CH:6][C:7]=1[O:8][C:9]1[C:18]2[C:13](=[CH:14][C:15]([O:19][CH3:20])=[CH:16][CH:17]=2)[N:12]=[CH:11][CH:10]=1.[CH3:41][N:42]([CH3:47])[CH2:43][C:44](O)=[O:45].C(Cl)CCl>CN(C1C=CN=CC=1)C.C(Cl)Cl>[CH3:41][N:42]([CH3:47])[CH2:43][C:44]([O:33][C@@H:31]([CH3:32])[CH2:30][N:27]1[C:28]([CH3:29])=[C:24]([C:22](=[O:23])[NH:21][C:4]2[CH:5]=[CH:6][C:7]([O:8][C:9]3[C:18]4[C:13](=[CH:14][C:15]([O:19][CH3:20])=[CH:16][CH:17]=4)[N:12]=[CH:11][CH:10]=3)=[C:2]([F:1])[CH:3]=2)[C:25](=[O:40])[N:26]1[C:34]1[CH:35]=[CH:36][CH:37]=[CH:38][CH:39]=1)=[O:45]. Procedure: To a mixture of (S)—N-(3-fluoro-4-(7-methoxyquinolin-4-yloxy)-phenyl-1-(2-hydro-xylpropyl)-5-methyl-3-oxo-2-phenyl-2,3-dihydro-1H-pyrazole-4-carboxamide (0.54 g, 1 mmol), N,N-dimethylglycine (0.206 g, 2 mmol, Alfa) and DMAP (0.244 g, 2 mmol, Aladdin) in 15 mL of CH2Cl2 at 0° C. was added EDC solid (0.575 g, 3 mmol, Aladdin) in portions. The mixture was continued to stir at 0° C. for 2 hrs, then the reaction mixture was warmed up to room temperature and stirred at rt for 20 hrs. The reaction mixt... The reactants are C(CCCCC(=O)O)(=O)O (adipic acid), C1(CCCCC1)=O (cyclohexanone), C1(CCCCC1)O (cyclohexanol), ketone, alcohol, C(CCCCC(=O)O)(=O)O (adipic acid). Reaction SMILES: [C:1]([OH:10])(=[O:9])[CH2:2][CH2:3][CH2:4][CH2:5][C:6]([OH:8])=[O:7].C1(=O)CCCCC1.C1(O)CCCCC1>C1CCCCC1>[C:6]([OH:8])(=[O:7])[CH2:5][CH2:4][CH3:3].[C:6]([OH:8])(=[O:7])[CH2:5][CH2:4][CH2:3][CH3:2].[C:1]([OH:10])(=[O:9])[CH2:2][CH2:3][CH2:4][CH2:5][C:6]([OH:8])=[O:7]. Reported procedure: In reaction 19, cyclohexane was oxidized to a 1:7.1:6.0 mixture of adipic acid, cyclohexanone and cyclohexanol after 5 hours (turnovers: 21 (acid), 149 (ketone), 126 (alcohol); ˜6 % total conversion). The crude adipic acid product was collected by filtration after cooling the reaction mixture. Analyses of the isolated adipic acid were performed using elemental analysis, mass spectrometry, infrared spectroscopy, and 1H/13C NMR with comparisons to an authentic adipic acid sample. All analytical re... Product: C(CCC)(=O)O (butyric acid), C(CCCC)(=O)O (valeric acid), alcohol, C(CCCCC(=O)O)(=O)O (adipic acid). Run in C1CCCCC1 (cyclohexane).